Dataset: the Open Reaction Database (ORD), a public repository of structured organic reaction records. Task: describe an organic reaction: reactants, conditions, products, and yield Starting materials: CN(C)CCOC(C(=C)C)=O (dimethylaminoethylmethacrylate), C1(=CC=C(C=C1)S(=O)(=O)O)C (para-toluenesulfonic acid), 10.2, CN(C)CCOC(C(=C)C)=O (dimethylaminoethylmethacrylate). Solvent: CO (methanol), CO (methanol). Yields the product C1(=CC=C(C=C1)S(=O)(=O)O)C.CN(C)CCOC(C(=C)C)=O (dimethylaminoethylmethacrylate para-toluenesulfonate). Reaction SMILES: [CH3:1][N:2]([CH2:4][CH2:5][O:6][C:7](=[O:11])[C:8]([CH3:10])=[CH2:9])[CH3:3].[C:12]1([CH3:22])[CH:17]=[CH:16][C:15]([S:18]([OH:21])(=[O:20])=[O:19])=[CH:14][CH:13]=1>CO>[C:12]1([CH3:22])[CH:13]=[CH:14][C:15]([S:18]([OH:21])(=[O:19])=[O:20])=[CH:16][CH:17]=1.[CH3:3][N:2]([CH2:4][CH2:5][O:6][C:7](=[O:11])[C:8]([CH3:10])=[CH2:9])[CH3:1] |f:3.4|. Procedure details: Into a flask equipped with a magnetic stirrer, thermometer, and addition funnel were placed 157.0 parts of dimethylaminoethylmethacrylate and 418.0 parts of methanol. The addition funnel was charged with 172.0 parts of anhydrous para-toluenesulfonic acid and 350.0 parts of methanol and this mixture was added to the initially charged ingredients over a period of fifteen minutes, maintaining the temperature below 40° C. The reaction mixture was maintained at ambient temperature for a thirty minute... The reactants are C(C)OC(C1=CC(=C(C=C1)Br)CNCC1=CC=CC=C1)=O (3-(Benzylamino-methyl)-4-bromo-benzoic acid ethyl ester), C(C)(C)N(CC)C(C)C (diisopropylethylamine), C1(CC1)C(=O)Cl (Cyclopropanecarbonyl chloride). Solvent: C(Cl)Cl (CH2Cl2). Product: C(C)OC(C1=CC(=C(C=C1)Br)CN(C(=O)C1CC1)CC1=CC=CC=C1)=O (3-[(N-benzyl-N-cyclopropanecarbonyl-amino)-methyl]-4-bromo-benzoic acid ethyl ester). RXN SMILES: [CH2:1]([O:3][C:4](=[O:21])[C:5]1[CH:10]=[CH:9][C:8]([Br:11])=[C:7]([CH2:12][NH:13][CH2:14][C:15]2[CH:20]=[CH:19][CH:18]=[CH:17][CH:16]=2)[CH:6]=1)[CH3:2].C(N(C(C)C)CC)(C)C.[CH:31]1([C:34](Cl)=[O:35])[CH2:33][CH2:32]1>C(Cl)Cl>[CH2:1]([O:3][C:4](=[O:21])[C:5]1[CH:10]=[CH:9][C:8]([Br:11])=[C:7]([CH2:12][N:13]([CH2:14][C:15]2[CH:20]=[CH:19][CH:18]=[CH:17][CH:16]=2)[C:34]([CH:31]2[CH2:33][CH2:32]2)=[O:35])[CH:6]=1)[CH3:2]. Procedure: 3-(Benzylamino-methyl)-4-bromo-benzoic acid ethyl ester (5.0 g, 12.9 mmol) and diisopropylethylamine (6.7 mL, 38.7 mmol) were combined in CH2Cl2 (100 mL) at room temperature. Cyclopropanecarbonyl chloride (1.77 mL, 19.4 mmol) was added dropwise, and the reaction was stirred at room temperature until no starting material was seen by analytical LCMS. The mixture was worked-up and purified by silica gel chromatography to give 3-[(N-benzyl-N-cyclopropanecarbonyl-amino)-methyl]-4-bromo-benzoic acid e...